This data is from the Open Reaction Database (ORD), a public repository of structured organic reaction records. The task is: describe an organic reaction: reactants, conditions, products, and yield Starting materials: O=C1OC2(CCNCC2)c2ccc(Br)cc21, Cc1c(C(=O)O)c2ccccc2n1Cc1ccccc1. Yields the product Cc1c(C(=O)N2CCC3(CC2)OC(=O)c2cc(Br)ccc23)c2ccccc2n1Cc1ccccc1. As a reaction SMILES: [Br:1][c:2]1[cH:3][c:4]2[c:5]([cH:15][cH:16]1)[C:6]1([O:7][C:8]2=[O:9])[CH2:10][CH2:11][NH:12][CH2:13][CH2:14]1.[CH2:17]([c:18]1[cH:19][cH:20][cH:21][cH:22][cH:23]1)[n:24]1[c:25]([CH3:36])[c:26]([C:33](=[O:34])[OH:35])[c:27]2[cH:28][cH:29][cH:30][cH:31][c:32]12>>[Br:1][c:2]1[cH:3][c:4]2[c:5]([cH:15][cH:16]1)[C:6]1([O:7][C:8]2=[O:9])[CH2:10][CH2:11][N:12]([C:33]([c:26]2[c:25]([CH3:36])[n:24]([CH2:17][c:18]3[cH:19][cH:20][cH:21][cH:22][cH:23]3)[c:32]3[c:27]2[cH:28][cH:29][cH:30][cH:31]3)=[O:34])[CH2:13][CH2:14]1. The reactants are C(CC(=O)OCC)(=O)OCC (diethyl malonate), ClC1=NC=CC=C1[N+](=O)[O-] (2-chloro-3-nitropyridine), [H-].[Na+] (sodium hydride), CN(C=O)C (dimethylformamide). Solvent: O (water), C(C)(=O)O (acetic acid). Run at temperature 25 celsius, time 15 hour. The product is C(C)OC(C(C(=O)OCC)C1=NC=CC=C1[N+](=O)[O-])=O (Diethyl(3-nitropyridin-2-yl)malonate). As a reaction SMILES: [C:1]([O:9][CH2:10][CH3:11])(=[O:8])[CH2:2][C:3]([O:5][CH2:6][CH3:7])=[O:4].[H-].[Na+].CN(C)C=O.Cl[C:20]1[C:25]([N+:26]([O-:28])=[O:27])=[CH:24][CH:23]=[CH:22][N:21]=1>O.C(O)(=O)C>[CH2:10]([O:9][C:1](=[O:8])[CH:2]([C:20]1[C:25]([N+:26]([O-:28])=[O:27])=[CH:24][CH:23]=[CH:22][N:21]=1)[C:3]([O:5][CH2:6][CH3:7])=[O:4])[CH3:11] |f:1.2|. Procedure: 50 g (0.31 mol) of diethyl malonate were added, a little at a time, at not more than 50° C. to a mixture of 7.5 g (0.31 mol) of sodium hydride and 50 ml of dimethylformamide, with ice-cooling. After the mixture had cooled to room temperature (approximately 25° C.), it was treated with g (0.173 mol) of 2-chloro-3-nitropyridine. After approximately 15 hours, the reaction mixture was diluted with water, acidified using acetic acid and extracted using ethyl acetate. The organic phases were combined,... Starting materials: C1=CC2=C(C=C1Cl)C(=O)C3=CC4=C(C=C3N2)C(=O)C5=C(N4)C=CC(=C5)Cl.C=O.C1(=CC=CC2=CC=CC=C12)S(=O)(=O)O (2,9-dichloro quinacridone naphthalene sulfonic acid formaldehyde), C1=CC=C2C(=C1)C(=O)C3=CC4=C(C=C3N2)C(=O)C5=CC=CC=C5N4.C=O.C1(=CC=CC2=CC=CC=C12)S(=O)(=O)O (quinacridone naphthalene sulfonic acid formaldehyde). Yields the product C1=CC=C2C(=C1)C(=O)C3=CC4=C(C=C3N2)C(=O)C5=CC=CC=C5N4 (quinacridone). As a reaction SMILES: [CH:1]1[C:6](Cl)=[CH:5][C:4]2[C:8]([C:10]3[C:15]([NH:16][C:3]=2[CH:2]=1)=[CH:14][C:13]1[C:17]([C:19]2[CH:25]=[C:24](Cl)[CH:23]=[CH:22][C:20]=2[NH:21][C:12]=1[CH:11]=3)=[O:18])=[O:9].C=O.C1(S(O)(=O)=O)C2C(=CC=CC=2)C=CC=1.C1C=C2C(C3C(NC2=CC=1)=CC1C(C2C(NC=1C=3)=CC=CC=2)=O)=O.C=O.C1(S(O)(=O)=O)C2C(=CC=CC=2)C=CC=1>>[CH:24]1[CH:25]=[C:19]2[C:17]([C:13]3[C:12]([NH:21][C:20]2=[CH:22][CH:23]=1)=[CH:11][C:10]1[C:8]([C:4]2[C:3]([NH:16][C:15]=1[CH:14]=3)=[CH:2][CH:1]=[CH:6][CH:5]=2)=[O:9])=[O:18] |f:0.1.2,3.4.5|. Reported procedure: The procedure of Example 8 is repeated, but using 4 g of the aqueous presscake of the nanosize 2,9-dichloro quinacridone/naphthalene sulfonic acid formaldehyde polymer mixture according to Example 4 instead of 7 g of the aqueous presscake of the nanosize quinacridone/naphthalene sulfonic acid formaldehyde polymer mixture presscake according to Example 1. A violet beta quinacridone pigment of similar good pigment properties is obtained. Reactants: CC(C)(C)NC(=O)C1CCCN1C(=O)C(O)C(Cc1ccccc1)NC(=O)C(CC(N)=O)NC(=O)COc1ccc(NC(=O)CBr)cc1, NCCN1CCOCC1. The product is CC(C)(C)NC(=O)C1CCCN1C(=O)C(O)C(Cc1ccccc1)NC(=O)C(CC(N)=O)NC(=O)COc1ccc(NC(=O)CNCCN2CCOCC2)cc1. As a reaction SMILES: [Br:1][CH2:2][C:3](=[O:4])[NH:5][c:6]1[cH:7][cH:8][c:9]([O:10][CH2:11][C:12](=[O:13])[NH:14][CH:15]([CH2:16][C:17]([NH2:18])=[O:19])[C:20](=[O:21])[NH:22][CH:23]([CH:24]([C:25](=[O:26])[N:27]2[CH:28]([C:29](=[O:30])[NH:31][C:32]([CH3:33])([CH3:34])[CH3:35])[CH2:36][CH2:37][CH2:38]2)[OH:39])[CH2:40][c:41]2[cH:42][cH:43][cH:44][cH:45][cH:46]2)[cH:47][cH:48]1.[NH2:49][CH2:50][CH2:51][N:52]1[CH2:53][CH2:54][O:55][CH2:56][CH2:57]1>>[CH2:2]([C:3](=[O:4])[NH:5][c:6]1[cH:7][cH:8][c:9]([O:10][CH2:11][C:12](=[O:13])[NH:14][CH:15]([CH2:16][C:17]([NH2:18])=[O:19])[C:20](=[O:21])[NH:22][CH:23]([CH:24]([C:25](=[O:26])[N:27]2[CH:28]([C:29](=[O:30])[NH:31][C:32]([CH3:33])([CH3:34])[CH3:35])[CH2:36][CH2:37][CH2:38]2)[OH:39])[CH2:40][c:41]2[cH:42][cH:43][cH:44][cH:45][cH:46]2)[cH:47][cH:48]1)[NH:49][CH2:50][CH2:51][N:52]1[CH2:53][CH2:54][O:55][CH2:56][CH2:57]1. Reactants: solid, Cl.Cl.O1CCC2=C1C=CC=C2C2CCN(CC2)CC[C@@H]2CC[C@H](CC2)N (trans-4-{2-[4-(2,3-dihydro-benzofuran-4-yl)-piperidin-1-yl]-ethyl}-cyclohexylamine dihydrochloride), Cl.Cl.O1CCC2=C1C=CC=C2C2CCN(CC2)CC[C@@H]2CC[C@H](CC2)N (trans-4-{2-[4-(2,3-dihydro-benzofuran-4-yl)-piperidin-1-yl]-ethyl}-cyclohexylamine dihydrochloride), O1COC2=C1C=CC(=C2)C(=O)O (benzo[1,3]dioxole-5-carboxylic acid). Product: O1CCC2=C1C=CC=C2C2CCN(CC2)CC[C@@H]2CC[C@H](CC2)NC(=O)C2=CC1=C(OCO1)C=C2 (Benzo[1,3]dioxole-5-carboxylic acid trans-(4-{2-[4-(2,3-dihydro-benzofuran-4-yl)-piperidin-1-yl]-ethyl}-cyclohexyl)-amide). As a reaction SMILES: Cl.Cl.[O:3]1[C:7]2[CH:8]=[CH:9][CH:10]=[C:11]([CH:12]3[CH2:17][CH2:16][N:15]([CH2:18][CH2:19][C@H:20]4[CH2:25][CH2:24][C@H:23]([NH2:26])[CH2:22][CH2:21]4)[CH2:14][CH2:13]3)[C:6]=2[CH2:5][CH2:4]1.[O:27]1[C:31]2[CH:32]=[CH:33][C:34]([C:36](O)=[O:37])=[CH:35][C:30]=2[O:29][CH2:28]1>>[O:3]1[C:7]2[CH:8]=[CH:9][CH:10]=[C:11]([CH:12]3[CH2:17][CH2:16][N:15]([CH2:18][CH2:19][C@H:20]4[CH2:21][CH2:22][C@H:23]([NH:26][C:36]([C:34]5[CH:33]=[CH:32][C:31]6[O:27][CH2:28][O:29][C:30]=6[CH:35]=5)=[O:37])[CH2:24][CH2:25]4)[CH2:14][CH2:13]3)[C:6]=2[CH2:5][CH2:4]1 |f:0.1.2|. Procedure: The title compound, off-white solid (97 mg, 82%), MS (ISP) m/z=477.3 [(M+H)+], mp 233° C., was prepared in accordance with the general method of example 1 from trans-4-{2-[4-(2,3-dihydro-benzofuran-4-yl)-piperidin-1-yl]-ethyl}-cyclohexylamine dihydrochloride (intermediate B) (100 mg, 0.25 mmol) and benzo[1,3]dioxole-5-carboxylic acid. Starting materials: CCO, O=C1c2ccccc2C(=O)N1OCc1nnc2n1-c1ccc([N+](=O)[O-])cc1C(c1ccccc1Cl)=NC2, NN, O. Yields the product NOCc1nnc2n1-c1ccc([N+](=O)[O-])cc1C(c1ccccc1Cl)=NC2. As a reaction SMILES: [CH3:41][CH2:42][OH:43].[N+:4](=[O:5])([O-:6])[c:7]1[cH:8][cH:9][c:10]2[c:11]([cH:40]1)[C:12]([c:33]1[c:34]([Cl:39])[cH:35][cH:36][cH:37][cH:38]1)=[N:13][CH2:14][c:15]1[n:16]-2[c:17]([CH2:20][O:21][N:22]2[C:23](=[O:24])[c:25]3[cH:26][cH:27][cH:28][cH:29][c:30]3[C:31]2=[O:32])[n:18][n:19]1.[NH2:2][NH2:3].[OH2:1]>>[N+:4](=[O:5])([O-:6])[c:7]1[cH:8][cH:9][c:10]2[c:11]([cH:40]1)[C:12]([c:33]1[c:34]([Cl:39])[cH:35][cH:36][cH:37][cH:38]1)=[N:13][CH2:14][c:15]1[n:16]-2[c:17]([CH2:20][O:21][NH2:22])[n:18][n:19]1. Reactants: C(C)OC1=C(C=CC2=CC=CC=C12)C (1-ethoxy-2-methylnaphthalene), OO (hydrogen peroxide). Yields the product CC=1C(C2=CC=CC=C2C(C1)=O)=O (2-Methyl-1,4-naphthoquinone). RXN SMILES: C([O:3][C:4]1[C:13]2[C:8](=[CH:9][CH:10]=[CH:11][CH:12]=2)[CH:7]=[CH:6][C:5]=1[CH3:14])C.[OH:15]O>>[CH3:14][C:5]1[C:4](=[O:3])[C:13]2[C:8]([C:7](=[O:15])[CH:6]=1)=[CH:9][CH:10]=[CH:11][CH:12]=2. Procedure details: 2-Methyl-1,4-naphthoquinone was prepared in much the same manner as in Example 1, except that 18.6 g of 1-ethoxy-2-methylnaphthalene (86% content) was used in place of 1-methoxy-2-methylnaphthalene and the amount of 35% hydrogen peroxide was increased to 36.0 g. The yield was 9.3 g (58.1%). The reactants are 464, C12C3C4=C(C(C5=C(C31)C=CC=C5)C2=O)C=CC=C4 (1,1a,6,10b-tetrahydro-1,6-methano-dibenzo[a,e]cyclopropa[c]cyclohepten-11-one), N (ammonia), [BH4-].[Na+] (sodium borohydride). Run in solution, CO (methanol). Conditions: time 48 hour. The product is C12C3C4=C(C(C5=C(C31)C=CC=C5)C2N)C=CC=C4 (1,1a,6,10b-tetrahydro-1,6-methano-dibenzo[a,e]cyclopropa[c]cycloheptene-11-amine). RXN SMILES: [CH:1]12[C:13](=O)[CH:5]3[C:6]4[CH:12]=[CH:11][CH:10]=[CH:9][C:7]=4[CH:8]1[CH:2]2[C:3]1[CH:18]=[CH:17][CH:16]=[CH:15][C:4]=13.[BH4-].[Na+].[NH3:21]>CO>[CH:1]12[CH:13]([NH2:21])[CH:5]3[C:6]4[CH:12]=[CH:11][CH:10]=[CH:9][C:7]=4[CH:8]1[CH:2]2[C:3]1[CH:18]=[CH:17][CH:16]=[CH:15][C:4]=13 |f:1.2|. Procedure details: An amount of 464 mb (2mMoles) of 1,1a,6,10b-tetrahydro-1,6-methano-dibenzo[a,e]cyclopropa[c]cyclohepten-11-one is dissolved in 15 ml of a 15% solution of ammonia in methanol, and the solution allowed to stand in a closed flask for 48 hours at 20°. An addition is then made at ca. 20°, with stirring, of 152 mg of sodium borohydride. After 30 minutes, the reaction mixture is briefly refluxed and again cooled. Processing is carried out analogously to Example 1 to obtain 1,1a,6,10b-tetrahydro-1,6-met... Reactants: COC(=O)C=1C(=C2C=C(C(N(C2=CN1)CC1=CC=CC=C1)=O)C=1C=NC=NC1)O (1-benzyl-5-hydroxy-2-oxo-3-pyrimidin-5-yl-1,2-dihydro-[1,7]naphthyridine-6-carboxylic acid methyl ester), NCCC(=O)O (β-alanine), C[O-].[Na+] (NaOMe). Yields the product C(C1=CC=CC=C1)N1C(C(=CC2=C(C(=NC=C12)C(=O)NCCC(=O)O)O)C=1C=NC=NC1)=O (3-[(1-Benzyl-5-hydroxy-2-oxo-3-pyrimidin-5-yl-1,2-dihydro-[1,7]naphthyridine-6-carbonyl)-amino]-propionic acid). Yield: 65.9%. RXN SMILES: CO[C:3]([C:5]1[C:6]([OH:29])=[C:7]2[C:12](=[CH:13][N:14]=1)[N:11]([CH2:15][C:16]1[CH:21]=[CH:20][CH:19]=[CH:18][CH:17]=1)[C:10](=[O:22])[C:9]([C:23]1[CH:24]=[N:25][CH:26]=[N:27][CH:28]=1)=[CH:8]2)=[O:4].[NH2:30][CH2:31][CH2:32][C:33]([OH:35])=[O:34].C[O-].[Na+]>>[CH2:15]([N:11]1[C:12]2[C:7](=[C:6]([OH:29])[C:5]([C:3]([NH:30][CH2:31][CH2:32][C:33]([OH:35])=[O:34])=[O:4])=[N:14][CH:13]=2)[CH:8]=[C:9]([C:23]2[CH:24]=[N:25][CH:26]=[N:27][CH:28]=2)[C:10]1=[O:22])[C:16]1[CH:21]=[CH:20][CH:19]=[CH:18][CH:17]=1 |f:2.3|. Procedure: A mixture of 1-benzyl-5-hydroxy-2-oxo-3-pyrimidin-5-yl-1,2-dihydro-[1,7]naphthyridine-6-carboxylic acid methyl ester (58 mg, 0.15 mmol), β-alanine (706 mg, 7.9 mmol) and NaOMe solution (12 mL, 6.0 mmol, 0.5 M in MeOH) was refluxed for 16 h. After the mixture was cooled to r.t., the solvent was evaporated in vacuo. The residue was partitioned between EtOAc and water. 1 M HCl was added with vigorous stirring until pH was about 4. The organic layer was dried over MgSO4 and concentrated. The crude s... Starting materials: IC(C)C (2-Iodopropane), COC=1C(=C(C(=O)OC)C(=CC1OC)[N+](=O)[O-])O (methyl 3,4-dimethoxy-2-hydroxy-6-nitrobenzoate), C([O-])([O-])=O.[Na+].[Na+] (sodium carbonate). Solvent: CN(C=O)C (dimethylformamide). Run at temperature 60 celsius, time 2 hour. Product: COC=1C(=C(C(=O)OC)C(=CC1OC)[N+](=O)[O-])OC(C)C (Methyl 3,4-dimethoxy -2-isopropyloxy-6-nitrobenzoate). Yield: 94.2%. Reaction SMILES: I[CH:2]([CH3:4])[CH3:3].[CH3:5][O:6][C:7]1[C:8]([OH:22])=[C:9]([C:14]([N+:19]([O-:21])=[O:20])=[CH:15][C:16]=1[O:17][CH3:18])[C:10]([O:12][CH3:13])=[O:11].C(=O)([O-])[O-].[Na+].[Na+]>CN(C)C=O>[CH3:5][O:6][C:7]1[C:8]([O:22][CH:2]([CH3:4])[CH3:3])=[C:9]([C:14]([N+:19]([O-:21])=[O:20])=[CH:15][C:16]=1[O:17][CH3:18])[C:10]([O:12][CH3:13])=[O:11] |f:2.3.4|. Reported procedure: 2-Iodopropane (0.5 ml, 0.005 mol) was added to a suspension of methyl 3,4-dimethoxy-2-hydroxy-6-nitrobenzoate (1 g, 0.0039 mol) and sodium carbonate (1.6 g, 0.015 mol) in dimethylformamide (15 ml) and the reaction stirred at 60° C. for 2 hours. On cooling, the reaction was concentrated under reduced pressure and the residue partitioned between ethyl acetate (25 ml) and water (25 ml). The aqueous layer was further extracted with ethyl acetate (2×25 ml), the combined organic extracts dried (MgSO4)...